This data is from the Open Reaction Database (ORD), a public repository of structured organic reaction records. The task is: describe an organic reaction: reactants, conditions, products, and yield Reactants: O=S1(=O)Nc2ccccc2N1c1ccc(F)c(F)c1F, C1CCOC1, CC(C)(C)OC(=O)N1CCN(CCO)CC1, c1ccc(P(c2ccccc2)c2ccccc2)cc1. Product: CC(C)(C)OC(=O)N1CCN(CCN2c3ccccc3N(c3ccc(F)c(F)c3F)S2(=O)=O)CC1. RXN SMILES: [F:1][c:2]1[c:3]([N:10]2[S:11](=[O:19])(=[O:20])[NH:12][c:13]3[c:14]2[cH:15][cH:16][cH:17][cH:18]3)[cH:4][cH:5][c:6]([F:9])[c:7]1[F:8].[O:56]1[CH2:57][CH2:58][CH2:59][CH2:60]1.[OH:40][CH2:41][CH2:42][N:43]1[CH2:44][CH2:45][N:46]([C:49](=[O:50])[O:51][C:52]([CH3:53])([CH3:54])[CH3:55])[CH2:47][CH2:48]1.[c:21]1([P:22]([c:23]2[cH:24][cH:25][cH:26][cH:27][cH:28]2)[c:29]2[cH:30][cH:31][cH:32][cH:33][cH:34]2)[cH:35][cH:36][cH:37][cH:38][cH:39]1>>[F:1][c:2]1[c:3]([N:10]2[S:11](=[O:19])(=[O:20])[N:12]([CH2:41][CH2:42][N:43]3[CH2:44][CH2:45][N:46]([C:49](=[O:50])[O:51][C:52]([CH3:53])([CH3:54])[CH3:55])[CH2:47][CH2:48]3)[c:13]3[c:14]2[cH:15][cH:16][cH:17][cH:18]3)[cH:4][cH:5][c:6]([F:9])[c:7]1[F:8]. Reactants: [N+](=O)([O-])C1=C(C=NC=C1)N1CC2=CC=CC=C2CC1 (2-(4-nitro-3-pyridinyl)-1,2,3,4-tetrahydroisoquinoline), N-oxide, C(C)O (ethanol). Reagents/catalysts: O=[Pt]=O (PtO2). Run at time 24 hour. Yields the product NC1=C(C=NC=C1)[N+]1(CC2=CC=CC=C2CC1)[O-] (2-(4-Amino-3-pyridinyl)-1,2,3,4-tetrahydroisoquinoline-N-oxide). As a reaction SMILES: [N+:1]([C:4]1[CH:9]=[CH:8][N:7]=[CH:6][C:5]=1[N:10]1[CH2:19][CH2:18][C:17]2[C:12](=[CH:13][CH:14]=[CH:15][CH:16]=2)[CH2:11]1)([O-])=O.C([OH:22])C>O=[Pt]=O>[NH2:1][C:4]1[CH:9]=[CH:8][N:7]=[CH:6][C:5]=1[N+:10]1([O-:22])[CH2:19][CH2:18][C:17]2[C:12](=[CH:13][CH:14]=[CH:15][CH:16]=2)[CH2:11]1. Procedure: To a slurry of PtO2 (0.3 g) in 10 ml of ethanolwas added 2-(4-nitro-3-pyridinyl)-1,2,3,4-tetrahydroisoquinoline, N-oxide (5.0 g) in 240 ml of ethanol and this was hydrogenated with a Parr apparatus at room temperature for 24 hours. The mixture was filtered and the filtrate concentrated to yield an oil (5.1 g), which was eluted with 20% methanol/DCM on a silica gel column via HPLC. The desired fractions were concentrated to a solid (2.0 g), m.p. 216°-219° C. (decomp). This solid was recrystallize... The reactants are C=CCNC(=O)CC(C)=O, CCO, N. Yields the product C=CCNC(=O)C=C(C)N. RXN SMILES: [CH2:1]([CH:2]=[CH2:3])[NH:4][C:5]([CH2:6][C:7](=[O:8])[CH3:9])=[O:10].[CH3:12][CH2:13][OH:14].[NH3:11]>>[CH2:1]([CH:2]=[CH2:3])[NH:4][C:5]([CH:6]=[C:7]([CH3:9])[NH2:11])=[O:10]. Reactants: OC1(CCC(CC1)=O)C=1C=NC(=NC1)OC (4-hydroxy-4-(2-methoxy-pyrimidin-5-yl)-cyclohexanone), N1CC(C1)NC(=O)CNC(C1=CC(=CC=C1)C(F)(F)F)=O (N-(azetidin-3-ylcarbamoylmethyl)-3-trifluoromethyl-benzamide). Product: OC1(CCC(CC1)N1CC(C1)NC(=O)CNC(C1=CC(=CC=C1)C(F)(F)F)=O)C=1C=NC(=NC1)OC (N-({1-[4-Hydroxy-4-(2-methoxy-pyrimidin-5-yl)-cyclohexyl]-azetidin-3-ylcarbamoyl}-methyl)-3-trifluoromethyl-benzamide). RXN SMILES: [OH:1][C:2]1([C:9]2[CH:10]=[N:11][C:12]([O:15][CH3:16])=[N:13][CH:14]=2)[CH2:7][CH2:6][C:5](=O)[CH2:4][CH2:3]1.[NH:17]1[CH2:20][CH:19]([NH:21][C:22]([CH2:24][NH:25][C:26](=[O:37])[C:27]2[CH:32]=[CH:31][CH:30]=[C:29]([C:33]([F:36])([F:35])[F:34])[CH:28]=2)=[O:23])[CH2:18]1>>[OH:1][C:2]1([C:9]2[CH:10]=[N:11][C:12]([O:15][CH3:16])=[N:13][CH:14]=2)[CH2:7][CH2:6][CH:5]([N:17]2[CH2:20][CH:19]([NH:21][C:22]([CH2:24][NH:25][C:26](=[O:37])[C:27]3[CH:32]=[CH:31][CH:30]=[C:29]([C:33]([F:36])([F:34])[F:35])[CH:28]=3)=[O:23])[CH2:18]2)[CH2:4][CH2:3]1. Procedure details: The title compounds were prepared as white solids from reductive amination of 4-hydroxy-4-(2-methoxy-pyrimidin-5-yl)-cyclohexanone, as prepared in the previous step, and N-(azetidin-3-ylcarbamoylmethyl)-3-trifluoromethyl-benzamide using the procedure described in Step E of Example 1. The reactants are BrC=1N=CC(=NC1)N (5-bromopyrazin-2-amine), FC(C=1C=C(C=CC1)B(O)O)(F)F (3-(trifluoromethyl)phenylboronic acid), C([O-])([O-])=O.[Na+].[Na+] (sodium carbonate). Reagents/catalysts: C=1C=CC(=CC1)[P](C=2C=CC=CC2)(C=3C=CC=CC3)[Pd]([P](C=4C=CC=CC4)(C=5C=CC=CC5)C=6C=CC=CC6)([P](C=7C=CC=CC7)(C=8C=CC=CC8)C=9C=CC=CC9)[P](C=1C=CC=CC1)(C=1C=CC=CC1)C=1C=CC=CC1 (Pd(PPh3)4). The solvent is CO (methanol), O1CCOCC1 (1,4-dioxane), O (water). Reaction conditions: temperature 135 celsius, time 8 hour. Yields the product FC(C=1C=C(C=CC1)C=1N=CC(=NC1)N)(F)F (5-(3-(trifluoromethyl)phenyl)pyrazin-2-amine). Reaction SMILES: Br[C:2]1[N:3]=[CH:4][C:5]([NH2:8])=[N:6][CH:7]=1.[F:9][C:10]([F:21])([F:20])[C:11]1[CH:12]=[C:13](B(O)O)[CH:14]=[CH:15][CH:16]=1.C(=O)([O-])[O-].[Na+].[Na+]>O1CCOCC1.CO.O.C1C=CC([P]([Pd]([P](C2C=CC=CC=2)(C2C=CC=CC=2)C2C=CC=CC=2)([P](C2C=CC=CC=2)(C2C=CC=CC=2)C2C=CC=CC=2)[P](C2C=CC=CC=2)(C2C=CC=CC=2)C2C=CC=CC=2)(C2C=CC=CC=2)C2C=CC=CC=2)=CC=1>[F:9][C:10]([F:21])([F:20])[C:11]1[CH:16]=[C:15]([C:2]2[N:3]=[CH:4][C:5]([NH2:8])=[N:6][CH:7]=2)[CH:14]=[CH:13][CH:12]=1 |f:2.3.4,^1:40,42,61,80|. Procedure details: Into a 500-mL sealed tube purged and maintained with an inert atmosphere of nitrogen, was placed a solution of 5-bromopyrazin-2-amine (4 g, 22.99 mmol, 1.00 equiv) in 1,4-dioxane (68 mL) and methanol (23 mL), 3-(trifluoromethyl)phenylboronic acid (4.46 g, 23.48 mmol, 1.02 equiv), a solution of sodium carbonate (4.88 g, 46.04 mmol, 2.00 equiv) in water (23 mL), and Pd(PPh3)4 (532 mg, 0.46 mmol, 0.02 equiv). The resulting solution was stirred overnight at 135° C. in an oil bath. The resulting mixt...